Dataset: the Open Reaction Database (ORD), a public repository of structured organic reaction records. Task: describe an organic reaction: reactants, conditions, products, and yield The reactants are C(OCCl)(OC(C)C)=O (chloromethyl isopropyl carbonate), [Na+].[I-] (NaI), CC(=O)C (acetone), CC(=O)O (AcOH), CCN(C(C)C)C(C)C (DIPEA), O=C(COC([C@@H](CN(NC(=O)C1=CC(=NO1)O)CC1=CC=C(C=C1)C1=CC(=CC=C1)Cl)O)=O)C1=CC=CC=C1 ((R)-3-[N-(3′-chlorobiphenyl-4-ylmethyl)-N′-(3-hydroxyisoxazole-5-carbonyl)hydrazino]-2-hydroxypropionic acid 2-oxo-2-phenylethyl ester), CC(=O)C (acetone), C([O-])([O-])=O.[Cs+].[Cs+] (cesium carbonate). The reagents and catalysts are [Zn] (Zinc). Run at temperature 65 celsius, time 1 hour. The product is ClC=1C=C(C=CC1)C1=CC=C(C=C1)CN(NC(=O)C1=CC(=NO1)OCOC(=O)OC(C)C)C[C@H](C(=O)O)O ((R)-3-[N-(3′-Chlorobiphenyl-4-ylmethyl)-N′-(3-isopropoxycarbonyloxymethoxyisoxazole-5-carbonyl)hydrazino]-2-hydroxypropionic Acid). Yield: 19.1%. Reaction SMILES: [C:1](=[O:9])([O:5][CH:6]([CH3:8])[CH3:7])[O:2][CH2:3]Cl.[Na+].[I-].CC(C)=O.O=C(C1C=CC=CC=1)C[O:19][C:20](=[O:48])[C@H:21]([OH:47])[CH2:22][N:23]([CH2:33][C:34]1[CH:39]=[CH:38][C:37]([C:40]2[CH:45]=[CH:44][CH:43]=[C:42]([Cl:46])[CH:41]=2)=[CH:36][CH:35]=1)[NH:24][C:25]([C:27]1[O:31][N:30]=[C:29]([OH:32])[CH:28]=1)=[O:26].C(=O)([O-])[O-].[Cs+].[Cs+].CCN(C(C)C)C(C)C.CC(O)=O>[Zn]>[Cl:46][C:42]1[CH:41]=[C:40]([C:37]2[CH:36]=[CH:35][C:34]([CH2:33][N:23]([CH2:22][C@@H:21]([OH:47])[C:20]([OH:48])=[O:19])[NH:24][C:25]([C:27]3[O:31][N:30]=[C:29]([O:32][CH2:3][O:2][C:1]([O:5][CH:6]([CH3:8])[CH3:7])=[O:9])[CH:28]=3)=[O:26])=[CH:39][CH:38]=2)[CH:45]=[CH:44][CH:43]=1 |f:1.2,5.6.7|. Procedure: A mixture of chloromethyl isopropyl carbonate (15.6 mg, 102 μmol) and NaI (15.3 mg, 102 μmol) in acetone (0.7 mL, 10 mmol) was stirred at 65° C. for 1 hour, then added (R)-3-[N-(3′-chlorobiphenyl-4-ylmethyl)-N′-(3-hydroxyisoxazole-5-carbonyl)hydrazino]-2-hydroxypropionic acid 2-oxo-2-phenylethyl ester (20.0 mg, 36.4 μmol) that had been dissolved in acetone (0.4 mL, 5 mmol) at room temperature and treated with cesium carbonate (13.0 mg, 40 μmol). The resulting mixture was then heated at 40° C. fo...